Dataset: the Open Reaction Database (ORD), a public repository of structured organic reaction records. Task: describe an organic reaction: reactants, conditions, products, and yield Solvent: O1CCCC1 (tetrahydrofuran), CO (Methanol). Procedure details: Pyrrolidine (45 μL, 0.539 mmol) and 3 Å molecular sieves (100 mg) were added to a solution of tert-butyl 4-{[(4-chloro-5-ethyl-1H-imidazol-2-yl)carbonyl]amino}-3-oxopiperidine-1-carboxylate obtained in Example (201c) (100 mg, 0.270 mmol) in tetrahydrofuran (3 mL), and the mixture was heated at 50° C. for four hours. Methanol (3 mL), pyrrolidine (45.0 μL, 0.539 mmol), sodium cyanoborohydride (51 mg, 0.809 mmol) and acetic acid (154 μL, 2.70 mmol) were added to the reaction solution, and the mixtu... The reactants are N1CCCC1 (Pyrrolidine), ClC=1N=C(NC1CC)C(=O)NC1C(CN(CC1)C(=O)OC(C)(C)C)=O (tert-Butyl 4-{[(4-chloro-5-ethyl-1H-imidazol-2-yl)carbonyl]amino}-3-oxopiperidine-1-carboxylate), N1CCCC1 (pyrrolidine), C(#N)[BH3-].[Na+] (sodium cyanoborohydride), C(C)(=O)O (acetic acid). The product is ClC=1N=C(NC1CC)C(=O)N[C@H]1[C@@H](CN(CC1)C(=O)OC(C)(C)C)N1CCCC1 (tert-Butyl trans(±)-4-{[(4-chloro-5-ethyl-1H-imidazol-2-yl)carbonyl]amino}-3-pyrrolidin-1-ylpiperidine-1-carboxylate). As a reaction SMILES: [NH:1]1[CH2:5][CH2:4][CH2:3][CH2:2]1.[Cl:6][C:7]1[N:8]=[C:9]([C:14]([NH:16][CH:17]2[CH2:22][CH2:21][N:20]([C:23]([O:25][C:26]([CH3:29])([CH3:28])[CH3:27])=[O:24])[CH2:19][C:18]2=O)=[O:15])[NH:10][C:11]=1[CH2:12][CH3:13].C([BH3-])#N.[Na+].C(O)(=O)C>O1CCCC1.CO>[Cl:6][C:7]1[N:8]=[C:9]([C:14]([NH:16][C@@H:17]2[CH2:22][CH2:21][N:20]([C:23]([O:25][C:26]([CH3:27])([CH3:29])[CH3:28])=[O:24])[CH2:19][C@H:18]2[N:1]2[CH2:5][CH2:4][CH2:3][CH2:2]2)=[O:15])[NH:10][C:11]=1[CH2:12][CH3:13] |f:2.3|. Reaction conditions: temperature 50 celsius, time 15 hour.